This data is from the Open Reaction Database (ORD), a public repository of structured organic reaction records. The task is: describe an organic reaction: reactants, conditions, products, and yield The reactants are ClCOC (chloromethylmethyl ether), C(C)(C)(C)O[K] (tert-butoxy potassium), OC1=C(C=O)C=CC=C1 (2-hydroxybenzaldehyde), ice water. The solvent is CN(C)C=O (DMF), CN(C)C=O (DMF), CN(C)C=O (DMF), CN(C)C=O (DMF). Run at time 1 hour. Product: COCOC1=C(C=O)C=CC=C1 (2-methoxymethoxybenzaldehyde). The yield is 78.5%. RXN SMILES: C(O[K])(C)(C)C.[OH:7][C:8]1[CH:15]=[CH:14][CH:13]=[CH:12][C:9]=1[CH:10]=[O:11].Cl[CH2:17][O:18][CH3:19]>CN(C=O)C>[CH3:17][O:18][CH2:19][O:7][C:8]1[CH:15]=[CH:14][CH:13]=[CH:12][C:9]=1[CH:10]=[O:11]. Procedure: Into a solution of tert-butoxy potassium (30.0 g, 0.27 mol) in DMF (200 mL) was dropped a solution of 2-hydroxybenzaldehyde (30.0 g, 0.25 mol) in DMF (100 mL) at 0° C. followed by stirring at room temperature for 1 hour. After addition of DMF (200 mL) thereto, a solution of chloromethylmethyl ether (21 mL, 0.27 mol) in DMF (200 mL) was dropped thereinto at 0° C. following by stirring at room temperature for 20 hours. The reaction mixture was poured over ice water followed by extracting with diet... Starting materials: CC(C)C[AlH]CC(C)C (DIBAL-H), C(C)N1N=C2C(=N1)C=CC(=C2)C(=O)OCC (Ethyl 2-ethylbenzotriazole-5-carboxylate), CC(C)C[AlH]CC(C)C (DIBAL-H), CC(C)C[AlH]CC(C)C (DIBAL-H). The solvent is C1(=CC=CC=C1)C (toluene). Reaction conditions: temperature 0 celsius, time 30 minute. The product is C(C)N1N=C2C(=N1)C=CC(=C2)CO (2-Ethyl-5-hydroxymethylbenzotriazole). The yield is 81.1%. As a reaction SMILES: [CH2:1]([N:3]1[N:7]=[C:6]2[CH:8]=[CH:9][C:10]([C:12](OCC)=[O:13])=[CH:11][C:5]2=[N:4]1)[CH3:2].CC(C[AlH]CC(C)C)C>C1(C)C=CC=CC=1>[CH2:1]([N:3]1[N:7]=[C:6]2[CH:8]=[CH:9][C:10]([CH2:12][OH:13])=[CH:11][C:5]2=[N:4]1)[CH3:2]. Reported procedure: Ethyl 2-ethylbenzotriazole-5-carboxylate (0.7 g, 3.06 mmol) was dissolved in dry toluene (10 mL) and cooled to 0° C. under nitrogen. A solution of DIBAL-H (1.5M in toluene, 3 mL, 4.5 mmol) was then added dropwise to the cooled solution over 15 minutes. The reaction was stirred at 0° C. for one hour when further DIBAL-H (1.5 mL, 2.25 mmol) was added. A further aliquot of DIBAL-H (0.75 mL, 1.12 mmol) was added after 2 hours and the reaction was stirred for further 30 min. The reaction was quenched... Reactants: ice, C1(=CC=CC=C1)C=1C=2N(C=CC1)C=CN2 (8-Phenylimidazo[1,2-a]pyridine), S(O)(O)(=O)=O (sulfuric acid), C([O-])([O-])=O.[K+].[K+] (potassium carbonate), [N+](=O)(O)[O-] (nitric acid). Run in O (water). Run at temperature -10 celsius, time 30 minute. Product: [N+](=O)([O-])C1=CC=C(C=C1)C=1C=2N(C=CC1)C=CN2 (8-(4-Nitrophenyl)imidazo[1,2-a]pyridine). As a reaction SMILES: [C:1]1([C:7]2[C:8]3[N:9]([CH:13]=[CH:14][N:15]=3)[CH:10]=[CH:11][CH:12]=2)[CH:6]=[CH:5][CH:4]=[CH:3][CH:2]=1.S(=O)(=O)(O)O.[N+:21]([O-])([OH:23])=[O:22].C(=O)([O-])[O-].[K+].[K+]>O>[N+:21]([C:4]1[CH:3]=[CH:2][C:1]([C:7]2[C:8]3[N:9]([CH:13]=[CH:14][N:15]=3)[CH:10]=[CH:11][CH:12]=2)=[CH:6][CH:5]=1)([O-:23])=[O:22] |f:3.4.5|. Procedure: Add 20 g (0.10 mole) of the product from Example 4 slowly to 150 ml of concentrated sulfuric acid at -15° C. Add 7 ml of concentrated nitric acid slowly, maintaining the temperature -10° C. Stir at -10° C. for 30 minutes. Pour onto 500 g of ice. Add 2 L of water and neutralize with potassium carbonate. Extract with three 500 ml portions of methylene chloride. Combine the extracts, dry over magnesium sulfate, treat with charcoal and remove the solvent in vacuo. The residue is crystallized from et...